From a dataset of the Open Reaction Database (ORD), a public repository of structured organic reaction records. describe an organic reaction: reactants, conditions, products, and yield The reactants are C(C1=CC=CC=C1)N1[C@@H](COCC1)C(=O)OCC (ethyl (3S)-4-benzylmorpholine-3-carboxylate), [H][H] (hydrogen). The reagents and catalysts are [OH-].[OH-].[Pd+2] (palladium hydroxide on carbon). Run in CO (methanol). Product: N1[C@@H](COCC1)C(=O)OCC (ethyl (3S)-morpholine-3-carboxylate). Yield: 92.3%. As a reaction SMILES: C([N:8]1[CH2:13][CH2:12][O:11][CH2:10][C@H:9]1[C:14]([O:16][CH2:17][CH3:18])=[O:15])C1C=CC=CC=1.[H][H]>CO.[OH-].[OH-].[Pd+2]>[NH:8]1[CH2:13][CH2:12][O:11][CH2:10][C@H:9]1[C:14]([O:16][CH2:17][CH3:18])=[O:15] |f:3.4.5|. Procedure: A solution of ethyl (3S)-4-benzylmorpholine-3-carboxylate (6.50 g) in methanol (130 ml) was hydrogenated under atmospheric pressure of hydrogen over 20% palladium hydroxide on carbon (0.6 g) for 3 hours at ambient temperature. The catalyst was filtered off and the methanol was evaporated to give ethyl (3S)-morpholine-3-carboxylate (3.83 g) as a syrup. Starting materials: FC=1C=C(C=O)C=C(C1O)O (3-fluoro-4,5-dihydroxybenzaldehyde), C([O-])([O-])=O.[Cs+].[Cs+] (cesium carbonate), BrCCBr (1,2 Dibromoethane). The solvent is ClCCl (dichloromethane), CN(C)C=O (DMF). Run at temperature 80 celsius, time 2.5 hour. Yields the product FC1=CC(=CC2=C1OCCO2)C=O (8-fluoro-2,3-dihydro-1,4-benzodioxine-6-carbaldehyde). The yield is 86.7%. Reaction SMILES: [F:1][C:2]1[CH:3]=[C:4]([CH:7]=[C:8]([OH:11])[C:9]=1[OH:10])[CH:5]=[O:6].C(=O)([O-])[O-].[Cs+].[Cs+].Br[CH2:19][CH2:20]Br>CN(C=O)C.ClCCl>[F:1][C:2]1[C:9]2[O:10][CH2:19][CH2:20][O:11][C:8]=2[CH:7]=[C:4]([CH:5]=[O:6])[CH:3]=1 |f:1.2.3|. Procedure details: 3-fluoro-4,5-dihydroxybenzaldehyde (0.9 g; 5.7 mmol) and cesium carbonate (4.6 g; 14.2 mmol) were stirred in DMF (15 ml) at room temperature for 15 min. 1,2 Dibromoethane (638 μl; 7.4 mmol) was added and reaction mixture was stirred at 80° C. for 2.5 h and then diluted with dichloromethane (100 ml). The mixture was washed with water (2×50 ml), 10% aqueous citric acid (50 ml), brine (50 ml), dried over sodium sulfate and evaporated to dryness to yield 8-fluoro-2,3-dihydro-1,4-benzodioxine-6-carba...